From a dataset of the Open Reaction Database (ORD), a public repository of structured organic reaction records. describe an organic reaction: reactants, conditions, products, and yield Reactants: BrCCCCOC=1C=C2CCC(NC2=CC1)=O (6-(4-bromobutoxy)-3,4-dihydro-carbostyril), CC1=C(C=CC(=C1)C(C)(C)C)S (2-methyl-4-tert. butyl-thiophenol). The product is CC1=C(C=CC(=C1)C(C)(C)C)SCCCCOC=1C=C2CCC(NC2=CC1)=O (6-[4-(2-Methyl-4-tert. butylphenyl-mercapto)-butoxy]-3,4-dihydro-carbostyril). Reaction SMILES: Br[CH2:2][CH2:3][CH2:4][CH2:5][O:6][C:7]1[CH:8]=[C:9]2[C:14](=[CH:15][CH:16]=1)[NH:13][C:12](=[O:17])[CH2:11][CH2:10]2.[CH3:18][C:19]1[CH:24]=[C:23]([C:25]([CH3:28])([CH3:27])[CH3:26])[CH:22]=[CH:21][C:20]=1[SH:29]>>[CH3:18][C:19]1[CH:24]=[C:23]([C:25]([CH3:27])([CH3:26])[CH3:28])[CH:22]=[CH:21][C:20]=1[S:29][CH2:2][CH2:3][CH2:4][CH2:5][O:6][C:7]1[CH:8]=[C:9]2[C:14](=[CH:15][CH:16]=1)[NH:13][C:12](=[O:17])[CH2:11][CH2:10]2. Procedure: Prepared analogous to Example 122 from 6-(4-bromobutoxy)-3,4-dihydro-carbostyril (m.p.: 142°-147° C.) and 2-methyl-4-tert. butyl-thiophenol. The reactants are B#B (diborane), C12NC(C3CC(CC(C1)C3)C2)=O (2-azatricyclo[4.3.1.14,8 ]-undecan-3-one). Solvent: O1CCCC1 (tetrahydrofuran), O1CCCC1 (tetrahydrofuran), Cl (hydrochloric acid). The product is C12NCC3CC(CC(C1)C3)C2 (2-azatricyclo[4.3.1.14,8 ]undecane). Yield: 51.9%. As a reaction SMILES: B#B.[CH:3]12[CH2:13][CH:8]3[CH2:9][CH:10]([CH2:12][CH:6]([CH2:7]3)[C:5](=O)[NH:4]1)[CH2:11]2>O1CCCC1.Cl>[CH:3]12[CH2:13][CH:8]3[CH2:9][CH:10]([CH2:12][CH:6]([CH2:7]3)[CH2:5][NH:4]1)[CH2:11]2. Procedure details: To a solution of diborane in tetrahydrofuran (1M, 20 ml) was added dropwise a solution of 2-azatricyclo[4.3.1.14,8 ]-undecan-3-one (1.01 g) in dry tetrahydrofuran (20 ml) under stirring at cooling in an ice-bath. The mixture was stirred under the same condition for 2 hours and then at room temperature overnight. To the reaction mixture was added dropwise IN hydrochloric acid aqueous solution (20 ml). After removal of the solvent under reduced pressure, the residue was washed with ethyl acetate. ...